Dataset: the Open Reaction Database (ORD), a public repository of structured organic reaction records. Task: describe an organic reaction: reactants, conditions, products, and yield Starting materials: C(C)(=O)C(C(=O)OCC)CC(=O)OCC (Diethyl acetylsuccinate), O.C1(=CC=C(C=C1)S(=O)(=O)O)C (4-toluenesulfonic acid monohydrate), C1(=C(C(=CC(=C1)C)C)C=1C(=NNC1N)C)C (4-mesityl-3-methyl-1H-5-pyrazoleamine). Run in C=1(C(=CC=CC1)C)C (xylene). Reaction conditions: time 3 hour. Product: C1(=C(C(=CC(=C1)C)C)C=1C(=NN2C1NC(=C(C2=O)CC(=O)OCC)C)C)C (Ethyl 2-(3-mesityl-2,5-dimethyl-7-oxo-4,7-dihydropyrazolo[1,5-a]pyrimidin-6-yl)acetate). RXN SMILES: [C:1]([CH:4]([CH2:10][C:11]([O:13][CH2:14][CH3:15])=[O:12])[C:5]([O:7]CC)=O)(=O)[CH3:2].O.C1(C)C=CC(S(O)(=O)=O)=CC=1.[C:28]1([CH3:43])[CH:33]=[C:32]([CH3:34])[CH:31]=[C:30]([CH3:35])[C:29]=1[C:36]1[C:37]([CH3:42])=[N:38][NH:39][C:40]=1[NH2:41]>C1(C)C(C)=CC=CC=1>[C:28]1([CH3:43])[CH:33]=[C:32]([CH3:34])[CH:31]=[C:30]([CH3:35])[C:29]=1[C:36]1[C:37]([CH3:42])=[N:38][N:39]2[C:5](=[O:7])[C:4]([CH2:10][C:11]([O:13][CH2:14][CH3:15])=[O:12])=[C:1]([CH3:2])[NH:41][C:40]=12 |f:1.2|. Procedure details: Diethyl acetylsuccinate (0.3 mL) and a catalytic amount of 4-toluenesulfonic acid monohydrate were added to a solution of 4-mesityl-3-methyl-1H-5-pyrazoleamine (100 mg) of Reference Example 1 in xylene (5 mL). Under heating under reflux, the mixture was stirred for three hours while distilling water off with Dean-Stark. The reaction solution was cooled, water was added thereto. the mixture was extracted twice with ethyl acetate, and washed twice with an aqeous saturated solution of sodium bicarb... The product is CCCNc1cc(C(F)(F)F)ccc1C=CC(=O)NCc1cc(F)c(NS(C)(=O)=O)c(F)c1. Starting materials: CCCNc1cc(C(F)(F)F)ccc1C=CC(=O)O, Cl, CS(=O)(=O)Nc1c(F)cc(CN)cc1F. As a reaction SMILES: [CH2:17]([CH2:18][CH3:19])[NH:20][c:21]1[c:22]([CH:31]=[CH:32][C:33](=[O:34])[OH:35])[cH:23][cH:24][c:25]([C:27]([F:28])([F:29])[F:30])[cH:26]1.[ClH:16].[NH2:1][CH2:2][c:3]1[cH:4][c:5]([F:15])[c:6]([NH:10][S:11](=[O:12])(=[O:13])[CH3:14])[c:7]([F:9])[cH:8]1>>[NH:1]([CH2:2][c:3]1[cH:4][c:5]([F:15])[c:6]([NH:10][S:11](=[O:12])(=[O:13])[CH3:14])[c:7]([F:9])[cH:8]1)[C:33]([CH:32]=[CH:31][c:22]1[c:21]([NH:20][CH2:17][CH2:18][CH3:19])[cH:26][c:25]([C:27]([F:28])([F:29])[F:30])[cH:24][cH:23]1)=[O:34]. Reactants: CC(c1cn(C)c2ccccc12)C1NC(=O)C(Cc2ccccn2)NC1=O, CCO, ClC(Cl)Cl. Product: CC(c1cn(C)c2ccccc12)C1NC(=O)C(Cc2ccccn2)NC1=O, Cl. RXN SMILES: [CH3:1][n:2]1[cH:3][c:4]([CH:11]([CH3:12])[CH:13]2[C:14](=[O:27])[NH:15][CH:16]([CH2:20][c:21]3[n:22][cH:23][cH:24][cH:25][cH:26]3)[C:17](=[O:19])[NH:18]2)[c:5]2[cH:6][cH:7][cH:8][cH:9][c:10]12.[CH3:32][CH2:33][OH:34].[CH:28]([Cl:29])([Cl:30])[Cl:31]>>[CH3:1][n:2]1[cH:3][c:4]([CH:11]([CH3:12])[CH:13]2[C:14](=[O:27])[NH:15][CH:16]([CH2:20][c:21]3[n:22][cH:23][cH:24][cH:25][cH:26]3)[C:17](=[O:19])[NH:18]2)[c:5]2[cH:6][cH:7][cH:8][cH:9][c:10]12.[ClH:29]. Reactants: O=C1NC(C(N1)=O)P(OCC)(=O)OCC (diethyl 2,4-dioxoimidazolidine-5-phosphonate), [N+](=O)([O-])C1=C(C=O)C=C(C=C1)N1CCC(CC1)C(=O)OCC (2-nitro-5-(4-ethoxycarbonyl-1-piperidinyl)benzaldehyde). The product is O=C1NC(C(N1)=O)=CC=1C=C(C=CC1[N+](=O)[O-])N1CCC(CC1)C(=O)OCC (Ethyl 1-[3-[(2,4-dioxoimidazolidin-5-ylidene)methyl]-4-nitrophenyl]-4-piperidinecarboxylate). Reaction SMILES: [O:1]=[C:2]1[NH:6][C:5](=[O:7])[CH:4](P(OCC)(=O)OCC)[NH:3]1.[N+:16]([C:19]1[CH:26]=[CH:25][C:24]([N:27]2[CH2:32][CH2:31][CH:30]([C:33]([O:35][CH2:36][CH3:37])=[O:34])[CH2:29][CH2:28]2)=[CH:23][C:20]=1[CH:21]=O)([O-:18])=[O:17]>>[O:1]=[C:2]1[NH:6][C:5](=[O:7])[C:4](=[CH:21][C:20]2[CH:23]=[C:24]([N:27]3[CH2:32][CH2:31][CH:30]([C:33]([O:35][CH2:36][CH3:37])=[O:34])[CH2:29][CH2:28]3)[CH:25]=[CH:26][C:19]=2[N+:16]([O-:18])=[O:17])[NH:3]1. Reported procedure: Prepared from diethyl 2,4-dioxoimidazolidine-5-phosphonate and 2-nitro-5-(4-ethoxycarbonyl-1-piperidinyl)benzaldehyde analogous to the procedure of Example (2-1), m.p. 221°-223° C., crystallized from MeOH. Procedure details: As shown in the following reaction 5, 0.197 g (0.84 mmol) of 2-(2-methyl-6-phenyl-pyran-4-ylidene)-malononitrile and 0.30 g (0.84 mmol) of 4-[3-(2-methoxy-phenyl)-5-phenyl-4,5-dihydro-pyrazol-1-yl]-benzaldehyde were added into 20 ml of alcohol (ethanol), and 0.10 g (1.2 mmol) of piperidine was added thereto. The reaction solution was heated at 75° C. for 10 hours. Product: COC1=C(C=CC=C1)C1=NN(C(C1)C1=CC=CC=C1)C1=CC=C(C=C1)C=CC=1OC(=CC(C1)=C(C#N)C#N)C1=CC=CC=C1 (2-[2-(2-{4-[3-(2-methoxy-phenyl)-5-phenyl-4,5-dihydro-pyrazol-1-yl]-phenyl}-vinyl)-6-phenyl-pyran-4-ylidene]-malononitrile). Reaction conditions: temperature 75 celsius. Solvent: alcohol. Starting materials: N1CCCCC1 (piperidine), CC=1OC(=CC(C1)=C(C#N)C#N)C1=CC=CC=C1 (2-(2-methyl-6-phenyl-pyran-4-ylidene)-malononitrile), COC1=C(C=CC=C1)C1=NN(C(C1)C1=CC=CC=C1)C1=CC=C(C=O)C=C1 (4-[3-(2-methoxy-phenyl)-5-phenyl-4,5-dihydro-pyrazol-1-yl]-benzaldehyde). As a reaction SMILES: [CH3:1][C:2]1[O:3][C:4]([C:13]2[CH:18]=[CH:17][CH:16]=[CH:15][CH:14]=2)=[CH:5][C:6](=[C:8]([C:11]#[N:12])[C:9]#[N:10])[CH:7]=1.[CH3:19][O:20][C:21]1[CH:26]=[CH:25][CH:24]=[CH:23][C:22]=1[C:27]1[CH2:31][CH:30]([C:32]2[CH:37]=[CH:36][CH:35]=[CH:34][CH:33]=2)[N:29]([C:38]2[CH:45]=[CH:44][C:41]([CH:42]=O)=[CH:40][CH:39]=2)[N:28]=1.N1CCCCC1>>[CH3:19][O:20][C:21]1[CH:26]=[CH:25][CH:24]=[CH:23][C:22]=1[C:27]1[CH2:31][CH:30]([C:32]2[CH:37]=[CH:36][CH:35]=[CH:34][CH:33]=2)[N:29]([C:38]2[CH:39]=[CH:40][C:41]([CH:42]=[CH:1][C:2]3[O:3][C:4]([C:13]4[CH:14]=[CH:15][CH:16]=[CH:17][CH:18]=4)=[CH:5][C:6](=[C:8]([C:11]#[N:12])[C:9]#[N:10])[CH:7]=3)=[CH:44][CH:45]=2)[N:28]=1. Starting materials: ClC1=NC2=CC=CC=C2C(=N1)Cl (2,4-dichloroquinazoline), ClC=1C=C(N)C=CC1 (3-chloroaniline), CC1=NNC(=C1)C (3,5-dimethylpyrazole). Product: ClC=1C=C(C=CC1)NC1=NC(=NC2=CC=CC=C12)N1N=C(C=C1C)C ((3-Chloro-phenyl)-[2-(3,5-dimethyl-pyrazol-1-yl)-quinazolin-4-yl]-amine). Reaction SMILES: Cl[C:2]1[N:11]=[C:10](Cl)[C:9]2[C:4](=[CH:5][CH:6]=[CH:7][CH:8]=2)[N:3]=1.[Cl:13][C:14]1[CH:15]=[C:16]([CH:18]=[CH:19][CH:20]=1)[NH2:17].[CH3:21][C:22]1[CH:26]=[C:25]([CH3:27])[NH:24][N:23]=1>>[Cl:13][C:14]1[CH:15]=[C:16]([NH:17][C:10]2[C:9]3[C:4](=[CH:5][CH:6]=[CH:7][CH:8]=3)[N:3]=[C:2]([N:23]3[C:22]([CH3:21])=[CH:26][C:25]([CH3:27])=[N:24]3)[N:11]=2)[CH:18]=[CH:19][CH:20]=1. Procedure: Was prepared according to Method B from 2,4-dichloroquinazoline, 3-chloroaniline and 3,5-dimethylpyrazole. Mp. 259.1-262.4° C. The reactants are Cc1cc(CBr)cc(Oc2nc(Cl)nc(Cl)c2C(C)C)c1, CC(=O)[O-], [Na+], CN(C)C=O. Yields the product CC(=O)OCc1cc(C)cc(Oc2nc(Cl)nc(Cl)c2C(C)C)c1. Reaction SMILES: [Br:1][CH2:2][c:3]1[cH:4][c:5]([O:6][c:7]2[n:8][c:9]([Cl:17])[n:10][c:11]([Cl:16])[c:12]2[CH:13]([CH3:14])[CH3:15])[cH:18][c:19]([CH3:21])[cH:20]1.[CH3:23][C:24]([O-:25])=[O:26].[Na+:22].[O:27]=[CH:28][N:29]([CH3:30])[CH3:31]>>[CH2:2]([c:3]1[cH:4][c:5]([O:6][c:7]2[n:8][c:9]([Cl:17])[n:10][c:11]([Cl:16])[c:12]2[CH:13]([CH3:14])[CH3:15])[cH:18][c:19]([CH3:21])[cH:20]1)[O:26][C:24]([CH3:23])=[O:25]. The reactants are FC1=C(C=CC(=C1)I)NC1=C(C(=O)O)C=CN=C1 (3-[(2-fluoro-4-iodophenyl)amino]isonicotinic acid), FC1=C(C=CC(=C1)I)NC1=C(C(=O)O)C=CN=C1 (3-[(2-fluoro-4-iodophenyl)amino]isonicotinic acid), C(C)(=O)[O-].[NH4+] (ammonium acetate). The product is FC1=C(C=CC(=C1)I)NC1=C(C(=O)N)C=CN=C1 (3-[(2-fluoro-4-iodophenyl)amino]isonicotinamide). RXN SMILES: [F:1][C:2]1[CH:7]=[C:6]([I:8])[CH:5]=[CH:4][C:3]=1[NH:9][C:10]1[CH:18]=[N:17][CH:16]=[CH:15][C:11]=1[C:12](O)=[O:13].C([O-])(=O)C.[NH4+:23]>>[F:1][C:2]1[CH:7]=[C:6]([I:8])[CH:5]=[CH:4][C:3]=1[NH:9][C:10]1[CH:18]=[N:17][CH:16]=[CH:15][C:11]=1[C:12]([NH2:23])=[O:13] |f:1.2|. Procedure: 3-[(2-fluoro-4-iodophenyl)amino]isonicotinamide was synthesized according to the procedure for General Method 1, outlined above, starting with 8 mmol of 3-[(2-fluoro-4-iodophenyl)amino]isonicotinic acid (intermediate 1) and 16 mmol of ammonium acetate. LC/MS [7.27 min; 358 (M+1)].